From a dataset of the Open Reaction Database (ORD), a public repository of structured organic reaction records. describe an organic reaction: reactants, conditions, products, and yield Reactants: CCc1cccc(O)c1NCCNC(C)=O, [Na+], CN(C)C=O, [OH-], O, O=P(Cl)(Cl)Cl. The product is CCc1ccc(C=O)c(O)c1NCCNC(C)=O. Reaction SMILES: [CH2:11]([CH3:12])[c:13]1[c:14]([NH:20][CH2:21][CH2:22][NH:23][C:24]([CH3:25])=[O:26])[c:15]([OH:19])[cH:16][cH:17][cH:18]1.[Na+:28].[O:1]=[CH:2][N:3]([CH3:4])[CH3:5].[OH-:27].[OH2:29].[P:6]([Cl:7])([Cl:8])([Cl:9])=[O:10]>>[O:1]=[CH:2][c:16]1[c:15]([OH:19])[c:14]([NH:20][CH2:21][CH2:22][NH:23][C:24]([CH3:25])=[O:26])[c:13]([CH2:11][CH3:12])[cH:18][cH:17]1. Starting materials: C(C)[C@@H]1N(CCC1=O)C(=O)OCC1=CC=CC=C1 (benzyl (2S)-2-ethyl-3-oxopyrrolidine-1-carboxylate), [Cl-].[Ce+3].[Cl-].[Cl-] (cerium chloride), C1(CC1)[Mg]Br.C1CCOC1 (cyclopropylmagnesium bromide THF). The product is C1(CC1)[C@]1([C@@H](N(CC1)C(=O)OCC1=CC=CC=C1)CC)O (benzyl (2S,3R)-3-cyclopropyl-2-ethyl-3-hydroxypyrrolidine-1-carboxylate), oil. Yield: 73.0%. RXN SMILES: [Cl-].[Ce+3].[Cl-].[Cl-].[CH:5]1([Mg]Br)[CH2:7][CH2:6]1.C1COCC1.[CH2:15]([C@H:17]1[C:21](=[O:22])[CH2:20][CH2:19][N:18]1[C:23]([O:25][CH2:26][C:27]1[CH:32]=[CH:31][CH:30]=[CH:29][CH:28]=1)=[O:24])[CH3:16]>>[CH:5]1([C@:21]2([OH:22])[CH2:20][CH2:19][N:18]([C:23]([O:25][CH2:26][C:27]3[CH:28]=[CH:29][CH:30]=[CH:31][CH:32]=3)=[O:24])[C@H:17]2[CH2:15][CH3:16])[CH2:7][CH2:6]1 |f:0.1.2.3,4.5|. Reported procedure: By an operation in the same manner as in Reference Example 3 and using cerium chloride (8.64 g), 0.5 mol/L cyclopropylmagnesium bromide—THF solution (58.0 mL) and benzyl (2S)-2-ethyl-3-oxopyrrolidine-1-carboxylate (2.37 g), the title compound was obtained as colorless oil (yield: 2.01 g, yield: 73%).